This data is from the Open Reaction Database (ORD), a public repository of structured organic reaction records. The task is: describe an organic reaction: reactants, conditions, products, and yield The reactants are C1=CC(=CC=C1NN)S(=O)(=O)N.Cl (4-sulfonamidophenylhydrazine hydrochloride), COC1=CC=C2C(COCC2=C1)=O (7-methoxyisochroman-4-one), FC(C(=O)OCC)(F)F (ethyl trifluoroacetate), C[O-].[Na+] (sodium methoxide), CO (methanol). Run in Cl (HCl), C(C)O (ethanol), Cl (HCl), C(C)OCC (diethyl ether). Run at time 1 hour. Product: COC1=CC2=C(C=C1)C=1N(N=C(C1OC2)C(F)(F)F)C2=CC=C(C=C2)S(=O)(=O)N (4-[1,5-dihydro-7-methoxy-3-(trifluoromethyl)-[2]benzopyrano[4,3-c]pyrazol-1-yl]benzenesulfonamide). Reaction SMILES: [CH3:1][O:2][C:3]1[CH:12]=[C:11]2[C:6]([C:7](=O)[CH2:8][O:9][CH2:10]2)=[CH:5][CH:4]=1.[F:14][C:15]([F:22])([F:21])[C:16](OCC)=O.C[O-].[Na+].CO.[CH:28]1[C:33]([NH:34][NH2:35])=[CH:32][CH:31]=[C:30]([S:36]([NH2:39])(=[O:38])=[O:37])[CH:29]=1.Cl>C(OCC)C.Cl.C(O)C>[CH3:1][O:2][C:3]1[CH:4]=[CH:5][C:6]2[C:7]3[N:34]([C:33]4[CH:28]=[CH:29][C:30]([S:36]([NH2:39])(=[O:38])=[O:37])=[CH:31][CH:32]=4)[N:35]=[C:16]([C:15]([F:14])([F:21])[F:22])[C:8]=3[O:9][CH2:10][C:11]=2[CH:12]=1 |f:2.3,5.6|. Reported procedure: A mixture of 7-methoxyisochroman-4-one (3.96 g, 22.2 mmol) and ethyl trifluoroacetate (2.90 mL, 5.8 mmol) was dissolved in 30 mL of diethyl ether and treated with a solution of 25% sodium methoxide in methanol (5.8 mL, 26.7 mmol). The solution was stirred at room temperature for 1 hour. The solution was diluted with 1N HCl and extracted with ethyl acetate, washed with brine, dried over anhydrous MgSO4, filtered and concentrated in vacuo to afford a solid. The crude reaction product was dissolved...